This data is from the Open Reaction Database (ORD), a public repository of structured organic reaction records. The task is: describe an organic reaction: reactants, conditions, products, and yield Product: COc1cc(C(F)(F)F)cc(C(F)(F)F)c1C(=O)NC1CCCCC1NC1CCN(C(=O)OC(C)(C)C)CC1. As a reaction SMILES: [C:27]([CH3:28])([CH3:29])([CH3:30])[O:31][C:32](=[O:33])[N:34]1[CH2:35][CH2:36][C:37](=[O:40])[CH2:38][CH2:39]1.[NH2:1][CH:2]1[CH:3]([NH:8][C:9]([c:10]2[c:11]([O:24][CH3:25])[cH:12][c:13]([C:20]([F:21])([F:22])[F:23])[cH:14][c:15]2[C:16]([F:17])([F:18])[F:19])=[O:26])[CH2:4][CH2:5][CH2:6][CH2:7]1>>[NH:1]([CH:2]1[CH:3]([NH:8][C:9]([c:10]2[c:11]([O:24][CH3:25])[cH:12][c:13]([C:20]([F:21])([F:22])[F:23])[cH:14][c:15]2[C:16]([F:17])([F:18])[F:19])=[O:26])[CH2:4][CH2:5][CH2:6][CH2:7]1)[CH:37]1[CH2:36][CH2:35][N:34]([C:32]([O:31][C:27]([CH3:28])([CH3:29])[CH3:30])=[O:33])[CH2:39][CH2:38]1. The reactants are CC(C)(C)OC(=O)N1CCC(=O)CC1, COc1cc(C(F)(F)F)cc(C(F)(F)F)c1C(=O)NC1CCCCC1N. Starting materials: P(O)(O)(O)=O (phosphoric acid), ClC1=CN(C2=CC=CC=C12)C1=NC=CC=C1 (3-chloro-1-(pyrid-2-yl)-indole), C (charcoal). The solvent is COCCO (2-methoxyethanol). Reaction conditions: temperature 100 celsius. Product: N1=C(C=CC=C1)N1C(CC2=CC=CC=C12)=O (1-(PYRID-2-YL)-INDOLIN-2-ONE). Reaction SMILES: Cl[C:2]1[C:10]2[C:5](=[CH:6][CH:7]=[CH:8][CH:9]=2)[N:4]([C:11]2[CH:16]=[CH:15][CH:14]=[CH:13][N:12]=2)[CH:3]=1.P(=O)(O)(O)[OH:18].C>COCCO>[N:12]1[CH:13]=[CH:14][CH:15]=[CH:16][C:11]=1[N:4]1[C:5]2[C:10](=[CH:9][CH:8]=[CH:7][CH:6]=2)[CH2:2][C:3]1=[O:18]. Procedure: Dissolve the 3-chloro-1-(pyrid-2-yl)-indole in 1500 cm3 of 2-methoxyethanol and heat to 100° C. with stirring. Add 1100 cm3 of 70% phosphoric acid in a fine stream. Continue heating for 6 hours and then treat the reaction mixture with charcoal under reflux for 15 mins. Filter. Heat to 70° C. while adding 2000 cm3 of water. Cool the precipitated product for 12 hours at 5° C. Filter and dry.